From a dataset of the Open Reaction Database (ORD), a public repository of structured organic reaction records. describe an organic reaction: reactants, conditions, products, and yield Starting materials: O=C([O-])O, CC(=O)O, Nc1cc(F)cc(Oc2cccnc2)c1, [Na+], O=C1OC(=O)c2ccccc21. Yields the product O=C1c2ccccc2C(=O)N1c1cc(F)cc(Oc2cccnc2)c1. Reaction SMILES: [C:27](=[O:28])([OH:29])[O-:30].[CH3:32][C:33](=[O:34])[OH:35].[F:1][c:2]1[cH:3][c:4]([NH2:5])[cH:6][c:7]([O:9][c:10]2[cH:11][n:12][cH:13][cH:14][cH:15]2)[cH:8]1.[Na+:31].[O:16]=[C:17]1[O:18][C:19](=[O:20])[c:21]2[cH:22][cH:23][cH:24][cH:25][c:26]21>>[F:1][c:2]1[cH:3][c:4]([N:5]2[C:17](=[O:16])[c:26]3[c:21]([cH:22][cH:23][cH:24][cH:25]3)[C:19]2=[O:18])[cH:6][c:7]([O:9][c:10]2[cH:11][n:12][cH:13][cH:14][cH:15]2)[cH:8]1. The reactants are CC([C@H](NC(=O)OC(C)(C)C)C=1NC(=CN1)C=1C=C2C=CC(=CC2=CC1)C1=CC=C(C=C1)C1=CN=C(N1)[C@H](C(C)(C)C)NC(OC(C)(C)C)=O)(C)C (tert-butyl (S)-1-(5-(4-(6-(2-((S)-2,2-dimethyl-1-(tert-butoxycarbonylamino)propyl)-1H-imidazol-5-yl)naphthalen-2-yl)phenyl)-1H-imidazol-2-yl)-2,2-dimethylpropylcarbamate), Cl (hydrogen chloride), O1CCOCC1 (dioxane). Run in C(Cl)Cl (DCM). Reaction conditions: time 4 hour. Yields the product Cl (HCl), N[C@@H](C(C)(C)C)C=1NC(=CN1)C=1C=C2C=CC(=CC2=CC1)C1=CC=C(C=C1)C1=CN=C(N1)[C@H](C(C)(C)C)N ((S)-1-(5-(4-(6-(2-((S)-1-amino-2,2-dimethylpropyl)-1H-imidazol-5-yl)naphthalen-2-yl)phenyl)-1H-imidazol-2-yl)-2,2-dimethylpropan-1-amine). Reaction SMILES: [CH3:1][C:2]([CH3:52])([CH3:51])[C@@H:3]([C:12]1[NH:13][C:14]([C:17]2[CH:18]=[C:19]3[C:24](=[CH:25][CH:26]=2)[CH:23]=[C:22]([C:27]2[CH:32]=[CH:31][C:30]([C:33]4[NH:37][C:36]([C@@H:38]([NH:43]C(=O)OC(C)(C)C)[C:39]([CH3:42])([CH3:41])[CH3:40])=[N:35][CH:34]=4)=[CH:29][CH:28]=2)[CH:21]=[CH:20]3)=[CH:15][N:16]=1)[NH:4]C(OC(C)(C)C)=O.[ClH:53].O1CCOCC1>C(Cl)Cl>[ClH:53].[NH2:4][C@H:3]([C:12]1[NH:13][C:14]([C:17]2[CH:18]=[C:19]3[C:24](=[CH:25][CH:26]=2)[CH:23]=[C:22]([C:27]2[CH:32]=[CH:31][C:30]([C:33]4[NH:37][C:36]([C@@H:38]([NH2:43])[C:39]([CH3:42])([CH3:41])[CH3:40])=[N:35][CH:34]=4)=[CH:29][CH:28]=2)[CH:21]=[CH:20]3)=[CH:15][N:16]=1)[C:2]([CH3:51])([CH3:52])[CH3:1]. Reported procedure: To a reaction mixture of tert-butyl (S)-1-(5-(4-(6-(2-((S)-2,2-dimethyl-1-(tert-butoxycarbonylamino)propyl)-1H-imidazol-5-yl)naphthalen-2-yl)phenyl)-1H-imidazol-2-yl)-2,2-dimethylpropylcarbamate (0.2 g, 0.283 mmol) in DCM was added 4M hydrogen chloride in dioxane (2 mL, 8 mmol). The reaction mixture was stirred at rt for 4 h and then concentrated to dryness to yield an HCl salt of (S)-1-(5-(4-(6-(2-((S)-1-amino-2,2-dimethylpropyl)-1H-imidazol-5-yl)naphthalen-2-yl)phenyl)-1H-imidazol-2-yl)-2,2-di... Starting materials: ClC1=NC(=NC(=C1)OC)CC(=O)N1CC(C2=CC=CC=C12)(C)C (2-(4-chloro-6-methoxypyrimidin-2-yl)-1-(3,3-dimethyl-2,3-dihydroindol-1-yl)ethanone), C(C)#N (acetonitrile), [I-].[K+] (potassium iodide), C[Si](Cl)(C)C (trimethylchlorosilane). Solvent: O (water). Product: ClC1=CC(NC(=N1)CC(=O)N1CC(C2=CC=CC=C12)(C)C)=O (6-Chloro-2-[2-(3,3-dimethyl-2,3-dihydroindol-1-yl)-2-oxoethyl]-3H-pyrimidin-4-one). Isolated yield 70.0%. As a reaction SMILES: [Cl:1][C:2]1[CH:7]=[C:6]([O:8]C)[N:5]=[C:4]([CH2:10][C:11]([N:13]2[C:21]3[C:16](=[CH:17][CH:18]=[CH:19][CH:20]=3)[C:15]([CH3:23])([CH3:22])[CH2:14]2)=[O:12])[N:3]=1.C(#N)C.[I-].[K+].C[Si](C)(C)Cl>O>[Cl:1][C:2]1[N:3]=[C:4]([CH2:10][C:11]([N:13]2[C:21]3[C:16](=[CH:17][CH:18]=[CH:19][CH:20]=3)[C:15]([CH3:22])([CH3:23])[CH2:14]2)=[O:12])[NH:5][C:6](=[O:8])[CH:7]=1 |f:2.3|. Procedure: 106 mg of 2-(4-chloro-6-methoxypyrimidin-2-yl)-1-(3,3-dimethyl-2,3-dihydroindol-1-yl)ethanone and 4 ml of acetonitrile are placed in a reactor suitable for microwave irradiation and then 0.45 g of potassium iodide and 347 μl of trimethylchlorosilane are added. The orangey-colored heterogeneous solution is stirred and irradiated at 100° C. for 1 hour. The resulting product is taken up in 25 ml of water and stirred, extraction is carried out with 3 times approximately 25 ml of EtOAc, washing is ca... The reactants are CC(C)(C)OC(=O)NCC(O)C(=O)O, Cn1ncc(N)c1N, CCN(C(C)C)C(C)C, ClCCl, Cl, C1CCOC1, On1nnc2ccccc21, O=S(=O)(O)O. Product: Cn1ncc(NC(=O)C(O)CNC(=O)OC(C)(C)C)c1N. Reaction SMILES: [C:1]([CH3:2])([CH3:3])([CH3:4])[O:5][C:6](=[O:7])[NH:8][CH2:9][CH:10]([C:11](=[O:12])[OH:13])[OH:14].[CH3:31][n:32]1[n:33][cH:34][c:35]([NH2:38])[c:36]1[NH2:37].[CH:39]([N:40]([CH2:41][CH3:42])[CH:43]([CH3:44])[CH3:45])([CH3:46])[CH3:47].[Cl:48][CH2:49][Cl:50].[ClH:25].[O:51]1[CH2:52][CH2:53][CH2:54][CH2:55]1.[OH:15][n:16]1[c:17]2[c:18]([cH:19][cH:20][cH:21][cH:22]2)[n:23][n:24]1.[S:26]([OH:27])([OH:28])(=[O:29])=[O:30]>>[C:1]([CH3:2])([CH3:3])([CH3:4])[O:5][C:6](=[O:7])[NH:8][CH2:9][CH:10]([C:11](=[O:13])[NH:38][c:35]1[cH:34][n:33][n:32]([CH3:31])[c:36]1[NH2:37])[OH:14]. Reactants: C(CCC)C=1N(C=2N(N1)C=C(N2)CC)CC2=CC=C(C=C2)C2=C(C=CC=C2)C#N (2-butyl-3-[(2'-cyanobiphenyl-4-yl)methyl]-5-ethyl-3H-imidazo[1,2-b][1,2,4]triazole), C[Sn](C)(C)N=[N+]=[N-] (trimethyltin azide). Product: C(CCC)C=1N(C=2N(N1)C=C(N2)CC)CC2=CC=C(C=C2)C2=C(C=CC=C2)C2=NN=NN2 (2-Butyl-5-ethyl-3-[[2'-(5-tetrazolyl)biphenyl-4-yl]methyl]-3H-imidazo[1,2-b][1,2,4]-triazole). Yield: 24.0%. RXN SMILES: [CH2:1]([C:5]1[N:6]([CH2:15][C:16]2[CH:21]=[CH:20][C:19]([C:22]3[CH:27]=[CH:26][CH:25]=[CH:24][C:23]=3[C:28]#[N:29])=[CH:18][CH:17]=2)[C:7]2[N:8]([CH:10]=[C:11]([CH2:13][CH3:14])[N:12]=2)[N:9]=1)[CH2:2][CH2:3][CH3:4].C[Sn]([N:34]=[N+:35]=[N-:36])(C)C>>[CH2:1]([C:5]1[N:6]([CH2:15][C:16]2[CH:17]=[CH:18][C:19]([C:22]3[CH:27]=[CH:26][CH:25]=[CH:24][C:23]=3[C:28]3[NH:36][N:35]=[N:34][N:29]=3)=[CH:20][CH:21]=2)[C:7]2[N:8]([CH:10]=[C:11]([CH2:13][CH3:14])[N:12]=2)[N:9]=1)[CH2:2][CH2:3][CH3:4]. Reported procedure: Reaction of 2-butyl-3-[(2'-cyanobiphenyl-4-yl)methyl]-5-ethyl-3H-imidazo[1,2-b][1,2,4]triazole (from Steps B and C) with trimethyltin azide according to the procedure of Example 1, Step G, gave a 24% yield of the title compound as a light tan solid, mp>100° C. (gradual); homogeneous by TLC in 90:10:0.1 CH2Cl2 -MeOH-AcOH. The reactants are CCOCC (ether), NC1=C(C(=NN1C1=C(C=C(C=C1Cl)C(F)(F)F)Cl)C#N)I (5-amino-3-cyano-1-(2,6-dichloro-4-trifluoromethylphenyl)-4-iodopyrazole), C(O)([O-])=O.[Na+] (sodium hydrogen carbonate), ClC=1C=C(C=CC1F)B(O)O (3-chloro-4-fluorophenylboronic acid). The reagents and catalysts are C=1C=CC(=CC1)[P](C=2C=CC=CC2)(C=3C=CC=CC3)[Pd]([P](C=4C=CC=CC4)(C=5C=CC=CC5)C=6C=CC=CC6)([P](C=7C=CC=CC7)(C=8C=CC=CC8)C=9C=CC=CC9)[P](C=1C=CC=CC1)(C=1C=CC=CC1)C=1C=CC=CC1 (tetrakis(triphenylphosphine)palladium(0)). The solvent is O (water), C1(=CC=CC=C1)C (toluene), C(C)O (ethanol). Run at time 8 hour. The product is NC1=C(C(=NN1C1=C(C=C(C=C1Cl)C(F)(F)F)Cl)C#N)C1=CC(=C(C=C1)F)Cl (5-Amino-4-(3-chloro-4-fluorophenyl)-3-cyano-1-(2,6-dichloro-4-trifluoromethylphenyl)pyrazole). As a reaction SMILES: [NH2:1][C:2]1[N:6]([C:7]2[C:12]([Cl:13])=[CH:11][C:10]([C:14]([F:17])([F:16])[F:15])=[CH:9][C:8]=2[Cl:18])[N:5]=[C:4]([C:19]#[N:20])[C:3]=1I.C(=O)([O-])O.[Na+].[Cl:27][C:28]1[CH:29]=[C:30](B(O)O)[CH:31]=[CH:32][C:33]=1[F:34].CCOCC>C1(C)C=CC=CC=1.C(O)C.C1C=CC([P]([Pd]([P](C2C=CC=CC=2)(C2C=CC=CC=2)C2C=CC=CC=2)([P](C2C=CC=CC=2)(C2C=CC=CC=2)C2C=CC=CC=2)[P](C2C=CC=CC=2)(C2C=CC=CC=2)C2C=CC=CC=2)(C2C=CC=CC=2)C2C=CC=CC=2)=CC=1.O>[NH2:1][C:2]1[N:6]([C:7]2[C:12]([Cl:13])=[CH:11][C:10]([C:14]([F:17])([F:16])[F:15])=[CH:9][C:8]=2[Cl:18])[N:5]=[C:4]([C:19]#[N:20])[C:3]=1[C:30]1[CH:31]=[CH:32][C:33]([F:34])=[C:28]([Cl:27])[CH:29]=1 |f:1.2,^1:56,58,77,96|. Procedure: To a rapidly stirred solution of 5-amino-3-cyano-1-(2,6-dichloro-4-trifluoromethylphenyl)-4-iodopyrazole (0.25 g) in toluene (2 ml) containing tetrakis(triphenylphosphine)palladium(0) (0.02 g) was added saturated aqueous sodium hydrogen carbonate solution (1 ml) and a solution of 3-chloro-4-fluorophenylboronic acid (0.22 g) in ethanol (1 ml). The mixture was heated under reflux for 3 hours, then left at room temperature overnight and then poured into ether (25 ml) and water (25 ml). The organic ... The yield is 69.8%. RXN SMILES: [CH2:1]([N:8]1[C:16]2[C:11](=[C:12](Br)[CH:13]=[CH:14][CH:15]=2)[C:10]([CH3:18])=[C:9]1[C:19]1[CH:24]=[CH:23][CH:22]=[CH:21][CH:20]=1)[C:2]1[CH:7]=[CH:6][CH:5]=[CH:4][CH:3]=1.C([O-])([O-])=O.[K+].[K+].[CH3:31][O:32][C:33]1[CH:38]=[CH:37][C:36](B(O)O)=[CH:35][CH:34]=1.ClCCl>O1CCOCC1.C1C=CC(P(C2C=CC=CC=2)[C-]2C=CC=C2)=CC=1.C1C=CC(P(C2C=CC=CC=2)[C-]2C=CC=C2)=CC=1.Cl[Pd]Cl.[Fe+2]>[CH2:1]([N:8]1[C:16]2[C:11](=[C:12]([C:36]3[CH:37]=[CH:38][C:33]([O:32][CH3:31])=[CH:34][CH:35]=3)[CH:13]=[CH:14][CH:15]=2)[C:10]([CH3:18])=[C:9]1[C:19]1[CH:24]=[CH:23][CH:22]=[CH:21][CH:20]=1)[C:2]1[CH:7]=[CH:6][CH:5]=[CH:4][CH:3]=1 |f:1.2.3,7.8.9.10|. Reagents/catalysts: C1=CC=C(C=C1)P([C-]2C=CC=C2)C3=CC=CC=C3.C1=CC=C(C=C1)P([C-]2C=CC=C2)C3=CC=CC=C3.Cl[Pd]Cl.[Fe+2] ([1,1′-bis(diphenylphosphino)ferrocene]dichloropalladium). Procedure: The desired product was prepared using a procedure similar to step 3 of example 3. Thus, 1-benzyl-4-bromo-3-methyl-2-phenyl-1H-indole (1.286 g, 3.651 mmol) was reacted with aqueous 2M K2CO3 (3.7 ml), 4-methoxyphenylboronic acid (0.777 g, 5.111 mmol) and [1,1′-bis(diphenylphosphino)ferrocene]dichloropalladium (II) complex with dichloromethane (1:1) (0.089 g, 0.110 mmol) in dioxane (37 ml) to give the product (1.029 g, 2.550 mmol, 70%) as a white solid, mp 93-95° C. 1H NMR (DMSO-d6) δ 1.73 (s, 3H)... The reactants are C(C1=CC=CC=C1)N1C(=C(C2=C(C=CC=C12)Br)C)C1=CC=CC=C1 (1-benzyl-4-bromo-3-methyl-2-phenyl-1H-indole), C(=O)([O-])[O-].[K+].[K+] (K2CO3), COC1=CC=C(C=C1)B(O)O (4-methoxyphenylboronic acid), ClCCl (dichloromethane). Run in O1CCOCC1 (dioxane). The product is C(C1=CC=CC=C1)N1C(=C(C2=C(C=CC=C12)C1=CC=C(C=C1)OC)C)C1=CC=CC=C1 (1-Benzyl-4-(4-methoxy-phenyl)-3-methyl-2-phenyl-1H-indole), product.